From a dataset of the Open Reaction Database (ORD), a public repository of structured organic reaction records. describe an organic reaction: reactants, conditions, products, and yield Procedure: 52.5 g (0.154 mol) of 3-(2,3-dichloroanilino)-6-trifluoromethyluracil and 42.67 g (0.309 mol) of potassium carbonate are introduced into 700 ml of acetone. 27.74 g (0.22 mol) of dimethyl sulfate are added, with stirring, at room temperature. The mixture is subsequently refluxed for one hour. After cooling, the solids are filtered off with suction, and the filtrate is concentrated in vacuo. The pale brown crystalline residue is stirred with 500 ml of diisopropyl ether and filtered off with suctio... Reactants: ClC1=C(NN2C(NC(=CC2=O)C(F)(F)F)=O)C=CC=C1Cl (3-(2,3-dichloroanilino)-6-trifluoromethyluracil), C([O-])([O-])=O.[K+].[K+] (potassium carbonate), S(=O)(=O)(OC)OC (dimethyl sulfate). Solvent: CC(=O)C (acetone). RXN SMILES: [Cl:1][C:2]1[C:20]([Cl:21])=[CH:19][CH:18]=[CH:17][C:3]=1[NH:4][N:5]1[C:10](=[O:11])[CH:9]=[C:8]([C:12]([F:15])([F:14])[F:13])[NH:7][C:6]1=[O:16].[C:22](=O)([O-])[O-].[K+].[K+].S(OC)(OC)(=O)=O>CC(C)=O>[Cl:1][C:2]1[C:20]([Cl:21])=[CH:19][CH:18]=[CH:17][C:3]=1[NH:4][N:5]1[C:10](=[O:11])[CH:9]=[C:8]([C:12]([F:13])([F:15])[F:14])[N:7]([CH3:22])[C:6]1=[O:16] |f:1.2.3|. Yields the product ClC1=C(NN2C(N(C(=CC2=O)C(F)(F)F)C)=O)C=CC=C1Cl (3-(2,3-Dichloroanilino)-1-methyl-6-trifluoromethyluracil). Starting materials: solution, S(=O)(=O)([O-])[O-].[NH4+].[NH4+] (ammonium sulfate), C(CCCC)C1=C(SCCCCCC(=O)OC)[C@H]([C@@H](C1)O)\C=C\[C@H](C[C@@H](CCCC)C)O (methyl (11R,12S,13E,15S,17R)-9-pentyl-11,15-dihydroxy-17,20-dimethyl-7-thiaprosta-8,13-dienoate), P(=O)([O-])([O-])[O-] (phosphate), Cl (hydrochloric acid). Solvent: CC(=O)C (acetone). Conditions: time 24 hour. The product is C(CCCC)C1=C(SCCCCCC(=O)O)[C@H]([C@@H](C1)O)\C=C\[C@H](C[C@@H](CCCC)C)O ((11R,12S,13E,15S,17R)-9-pentyl-11,15-dihydroxy-17,20-dimethyl-7-thiaprosta-8,13-dienoic acid). Isolated yield 28.3%. Reaction SMILES: [CH2:1]([C:6]1[CH2:20][C@@H:19]([OH:21])[C@H:18](/[CH:22]=[CH:23]/[C@@H:24]([OH:32])[CH2:25][C@H:26]([CH3:31])[CH2:27][CH2:28][CH2:29][CH3:30])[C:7]=1[S:8][CH2:9][CH2:10][CH2:11][CH2:12][CH2:13][C:14]([O:16]C)=[O:15])[CH2:2][CH2:3][CH2:4][CH3:5].P([O-])([O-])([O-])=O.Cl.S([O-])([O-])(=O)=O.[NH4+].[NH4+]>CC(C)=O>[CH2:1]([C:6]1[CH2:20][C@@H:19]([OH:21])[C@H:18](/[CH:22]=[CH:23]/[C@@H:24]([OH:32])[CH2:25][C@H:26]([CH3:31])[CH2:27][CH2:28][CH2:29][CH3:30])[C:7]=1[S:8][CH2:9][CH2:10][CH2:11][CH2:12][CH2:13][C:14]([OH:16])=[O:15])[CH2:2][CH2:3][CH2:4][CH3:5] |f:3.4.5|. Procedure details: To methyl (11R,12S,13E,15S,17R)-9-pentyl-11,15-dihydroxy-17,20-dimethyl-7-thiaprosta-8,13-dienoate (20 mg, 0.042 mmol) in acetone (1 mL) was added pH 8 phosphate buffer (5 mL). To this was further added esterase containing solution (derived from pig's liver, made by Sigma Co., 50 μl). The solution was agitated at room temperature for 24 hours. Dilute hydrochloric acid was added to the reaction solution to make the solution pH 4. Further, the solution was made saturated by ammonium sulfate, then ... As a reaction SMILES: [CH3:19][CH2:20][OH:21].[CH3:2][S:3](=[O:4])(=[O:5])[NH:6][CH2:7][CH2:8][CH2:9][CH2:10][NH:11][C:12](=[O:13])[O:14][C:15]([CH3:16])([CH3:17])[CH3:18].[ClH:1]>>[CH3:2][S:3](=[O:4])(=[O:5])[NH:6][CH2:7][CH2:8][CH2:9][CH2:10][NH2:11].[ClH:1]. Product: CS(=O)(=O)NCCCCN, Cl. Starting materials: CCO, CC(C)(C)OC(=O)NCCCCNS(C)(=O)=O, Cl. The reactants are [BH4-].[Na+] (NaBH4), C(C)(=O)O (acetic acid), Cl.N[C@@H]1CCC2=CC(=C(C=C12)F)C(=O)OC ((R)-methyl 1-amino-6-fluoro-2,3-dihydro-1H-indene-5-carboxylate hydrochloride), CC(=O)C (acetone). The solvent is CO (methanol). Reaction conditions: time 3 hour. Yields the product FC1=C(C=C2CC[C@H](C2=C1)NC(C)C)C(=O)OC ((R)-Methyl 6-fluoro-1-(isopropylamino)-2,3-dihydro-1H-indene-5-carboxylate). Yield: 76.0%. Reaction SMILES: C(O)(=O)C.Cl.[NH2:6][C@H:7]1[C:15]2[C:10](=[CH:11][C:12]([C:17]([O:19][CH3:20])=[O:18])=[C:13]([F:16])[CH:14]=2)[CH2:9][CH2:8]1.[CH3:21][C:22]([CH3:24])=O.[BH4-].[Na+]>CO>[F:16][C:13]1[CH:14]=[C:15]2[C:10]([CH2:9][CH2:8][C@H:7]2[NH:6][CH:22]([CH3:24])[CH3:21])=[CH:11][C:12]=1[C:17]([O:19][CH3:20])=[O:18] |f:1.2,4.5|. Procedure details: Glacial acetic acid (0.33 ml) was added to a mixture of (R)-methyl 1-amino-6-fluoro-2,3-dihydro-1H-indene-5-carboxylate hydrochloride (A-05) [see above] (4.1 g, 19.6 mmol, 1 eq) and acetone (28.8 ml, 392.3 mmol, 20 eq) in methanol (100 ml), and the reaction mixture was stirred for 3 h at room temperature. It was then cooled to 0° C. and NaBH4 (2.23 g, 58.8 mmol, 3 eq) was added in portions. Stirring was carried out for a further 2 h at room temperature. After monitoring by TLC, concentration was... The reactants are C1CCOC1, O, O=[Os](=O)(=O)=O, C=Cc1ccc(NC(=O)Nc2ccc(Oc3ccnc4[nH]ccc34)cc2)cc1C(F)(F)F. Yields the product O=Cc1ccc(NC(=O)Nc2ccc(Oc3ccnc4[nH]ccc34)cc2)cc1C(F)(F)F. Reaction SMILES: [CH2:33]1[CH2:36][CH2:35][CH2:34][O:37]1.[OH2:38].[Os:39](=[O:40])(=[O:41])(=[O:42])=[O:43].[nH:1]1[cH:2][cH:3][c:4]2[c:5]1[n:6][cH:7][cH:8][c:9]2[O:10][c:11]1[cH:12][cH:13][c:14]([NH:17][C:18](=[O:19])[NH:20][c:21]2[cH:22][c:23]([C:29]([F:30])([F:31])[F:32])[c:24]([CH:27]=[CH2:28])[cH:25][cH:26]2)[cH:15][cH:16]1>>[nH:1]1[cH:2][cH:3][c:4]2[c:5]1[n:6][cH:7][cH:8][c:9]2[O:10][c:11]1[cH:12][cH:13][c:14]([NH:17][C:18](=[O:19])[NH:20][c:21]2[cH:22][c:23]([C:29]([F:30])([F:31])[F:32])[c:24]([CH:27]=[O:37])[cH:25][cH:26]2)[cH:15][cH:16]1. Starting materials: BrCc1ncccc1Br, [C-]#N, [Na+], C1COCCO1, O. Yields the product N#CCc1ncccc1Br. RXN SMILES: [Br:1][c:2]1[c:3]([CH2:8][Br:9])[n:4][cH:5][cH:6][cH:7]1.[C-:10]#[N:11].[Na+:12].[O:13]1[CH2:14][CH2:15][O:16][CH2:17][CH2:18]1.[OH2:19]>>[Br:1][c:2]1[c:3]([CH2:8][C:10]#[N:11])[n:4][cH:5][cH:6][cH:7]1.